From a dataset of the Open Reaction Database (ORD), a public repository of structured organic reaction records. describe an organic reaction: reactants, conditions, products, and yield The reactants are C1CCNCC1, CCO, O=Cc1csc(Nc2ccccc2)n1, O=C(O)CN1C(=O)CSC1=S. The product is O=C(O)CN1C(=O)C(=Cc2csc(Nc3ccccc3)n2)SC1=S. RXN SMILES: [CH2:26]1[CH2:27][CH2:28][NH:29][CH2:30][CH2:31]1.[CH3:32][CH2:33][OH:34].[NH:1]([c:2]1[cH:3][cH:4][cH:5][cH:6][cH:7]1)[c:8]1[s:9][cH:10][c:11]([CH:13]=[O:14])[n:12]1.[S:15]1[C:16](=[S:17])[N:18]([CH2:22][C:23](=[O:24])[OH:25])[C:19](=[O:20])[CH2:21]1>>[NH:1]([c:2]1[cH:3][cH:4][cH:5][cH:6][cH:7]1)[c:8]1[s:9][cH:10][c:11]([CH:13]=[C:21]2[S:15][C:16](=[S:17])[N:18]([CH2:22][C:23](=[O:24])[OH:25])[C:19]2=[O:20])[n:12]1.